Dataset: the Open Reaction Database (ORD), a public repository of structured organic reaction records. Task: describe an organic reaction: reactants, conditions, products, and yield The reactants are C(=O)[O-].[NH4+] (ammonium formate), FC(C=1C=C(C=C(C1)C(F)(F)F)C(CO)OC1OCC(C1C1=CC=CC=C1)CN(CC1=CC=CC=C1)CC1=CC=CC=C1)(F)F (2-(3,5-Bis(trifluoromethyl)phenyl)-2-{4-[(N,N-dibenzylamino)methyl]-3-phenyl-tetrahydrofuran-2-yloxy}-ethanol), C(=O)[O-].[NH4+] (ammonium formate). Solvent: CO (methanol). Yields the product NCC1C(C(OC1)OC(CO)C1=CC(=CC(=C1)C(F)(F)F)C(F)(F)F)C1=CC=CC=C1 (2-(4-Aminomethyl-3-phenyl-tetrahydro-furan-2-yloxy)-2-(3,5-bis(trifluoromethyl)phenyl)-ethanol). The yield is 53.5%. As a reaction SMILES: [F:1][C:2]([F:45])([F:44])[C:3]1[CH:4]=[C:5]([CH:13]([O:16][CH:17]2[CH:21]([C:22]3[CH:27]=[CH:26][CH:25]=[CH:24][CH:23]=3)[CH:20]([CH2:28][N:29](CC3C=CC=CC=3)CC3C=CC=CC=3)[CH2:19][O:18]2)[CH2:14][OH:15])[CH:6]=[C:7]([C:9]([F:12])([F:11])[F:10])[CH:8]=1.C([O-])=O.[NH4+]>CO>[NH2:29][CH2:28][CH:20]1[CH2:19][O:18][CH:17]([O:16][CH:13]([C:5]2[CH:4]=[C:3]([C:2]([F:1])([F:44])[F:45])[CH:8]=[C:7]([C:9]([F:12])([F:10])[F:11])[CH:6]=2)[CH2:14][OH:15])[CH:21]1[C:22]1[CH:23]=[CH:24][CH:25]=[CH:26][CH:27]=1 |f:1.2|. Procedure details: (2SR, 3SR, 4SR, 2[(1′)]SR) 2-(3,5-Bis(trifluoromethyl)phenyl)-2-{4-[(N,N-dibenzylamino)methyl]-3-phenyl-tetrahydrofuran-2-yloxy}-ethanol (Description 9(a); 53 mg, 0.084 mmol) was dissolved in methanol (5 ml) and paladium on carbon (10 mg) and ammonium formate (37.1 mg) were added and the mixture refluxed for 1 hour. Further ammonium formate (20 mg) was added and the mixture refluxed for another hour. The catalyst was filtered off, the solvent was removed in vacuo and the residue purified using p... The reactants are C(C)(=O)N1CCC(CC1)C1=CC=C(C(=O)O)C=C1 (4-(1-acetylpiperidin-4-yl)benzoic acid), Example 1-10, Cl (hydrochloric acid). Conditions: temperature 140 celsius, time 18 hour. The product is Cl.N1CCC(CC1)C1=CC=C(C(=O)O)C=C1 (4-(Piperidin-4-yl)benzoic acid hydrochloride). Yield: 86.0%. As a reaction SMILES: C([N:4]1[CH2:9][CH2:8][CH:7]([C:10]2[CH:18]=[CH:17][C:13]([C:14]([OH:16])=[O:15])=[CH:12][CH:11]=2)[CH2:6][CH2:5]1)(=O)C.[ClH:19]>>[ClH:19].[NH:4]1[CH2:9][CH2:8][CH:7]([C:10]2[CH:18]=[CH:17][C:13]([C:14]([OH:16])=[O:15])=[CH:12][CH:11]=2)[CH2:6][CH2:5]1 |f:2.3|. Procedure: A mixture of 4-(1-acetylpiperidin-4-yl)benzoic acid described in Production Example 1-10 (4.50 g, 18.2 mmol) and 5 M hydrochloric acid (50 mL, 250 mmol) was stirred under nitrogen atmosphere at 140° C. for 18 hours. The mixture was cooled to room temperature and then the product was collected by filteration and washed with water to obtain the title compound (3.77 g, 86%). The reactants are CS(=O)(=O)OC1=CC=C(C=C1)N(S(=O)(=O)C)CC1=CC=C(C=C1)O (4-[N-(4-hydroxybenzyl)-N-methylsulfonylamino]phenyl methanesulfonate), O1CCCC1 (tetrahydrofuran), Cl (hydrochloric acid), methanolic solution, C[O-].[Na+] (sodium methoxide). Solvent: CO (methanol). Product: OC1=CC=C(CN(S(=O)(=O)C)C2=CC=C(C=C2)O)C=C1 (N-(4-hydroxybenzyl)-N-(4-hydroxyphenyl)methanesulfonamide). Yield: 60.1%. As a reaction SMILES: CS([O:5][C:6]1[CH:11]=[CH:10][C:9]([N:12]([CH2:17][C:18]2[CH:23]=[CH:22][C:21]([OH:24])=[CH:20][CH:19]=2)[S:13]([CH3:16])(=[O:15])=[O:14])=[CH:8][CH:7]=1)(=O)=O.C[O-].[Na+].O1CCCC1.Cl>CO>[OH:24][C:21]1[CH:22]=[CH:23][C:18]([CH2:17][N:12]([C:9]2[CH:10]=[CH:11][C:6]([OH:5])=[CH:7][CH:8]=2)[S:13]([CH3:16])(=[O:15])=[O:14])=[CH:19][CH:20]=1 |f:1.2|. Procedure: A mixture composed of 80 mg of 4-[N-(4-hydroxybenzyl)-N-methylsulfonylamino]phenyl methanesulfonate and 0.5 ml of a 28% methanolic solution of sodium methoxide was stirred in 2 ml of methanol and 1 ml of tetrahydrofuran at 50° C. for 1hour. After hydrochloric acid was added to the reaction mixture, the product was extracted with ethyl acetate. The organic layer was washed with water and dried over anhydrous sodium sulfate. After the solvent was distilled off the resulting crude product was purif... Product: CCc1nc(C(=O)OC)c(O)c2oc(-c3ccccc3)nc12. Reactants: CC[Sn](CC)(CC)CC, COC(=O)c1nc(Br)c2nc(-c3ccccc3)oc2c1O. Reaction SMILES: [CH2:22]([CH3:23])[Sn:24]([CH2:25][CH3:26])([CH2:27][CH3:28])[CH2:29][CH3:30].[CH3:1][O:2][C:3](=[O:4])[c:5]1[c:6]([OH:21])[c:7]2[c:8]([c:9]([Br:11])[n:10]1)[n:12][c:13](-[c:15]1[cH:16][cH:17][cH:18][cH:19][cH:20]1)[o:14]2>>[CH3:1][O:2][C:3](=[O:4])[c:5]1[c:6]([OH:21])[c:7]2[c:8]([c:9]([CH2:22][CH3:23])[n:10]1)[n:12][c:13](-[c:15]1[cH:16][cH:17][cH:18][cH:19][cH:20]1)[o:14]2.